From a dataset of the Open Reaction Database (ORD), a public repository of structured organic reaction records. describe an organic reaction: reactants, conditions, products, and yield Starting materials: C(C)(=O)O[C@@H]1[C@]2(C)[C@@H](C[C@H]1CC)[C@@H]1CCC3=CC(CCC3=C1C=C2)=O (17β-acetoxy-16α-ethyl-4,9,11-estratrien-3-one), C([O-])([O-])=O.[K+].[K+] (potassium carbonate). Solvent: O (water), CO (methanol), O (water). Reaction conditions: time 4 hour. Product: C(C)[C@H]1[C@@H]([C@]2(C)[C@@H](C1)[C@@H]1CCC3=CC(CCC3=C1C=C2)=O)O (16α-ethyl-17β-hydroxy-4,9,11-estratrien-3-one). The yield is 86.7%. RXN SMILES: C([O:4][C@H:5]1[C@H:10]([CH2:11][CH3:12])[CH2:9][C@H:8]2[C@H:13]3[C:22]([CH:23]=[CH:24][C@:6]12[CH3:7])=[C:21]1[C:16](=[CH:17][C:18](=[O:25])[CH2:19][CH2:20]1)[CH2:15][CH2:14]3)(=O)C.C(=O)([O-])[O-].[K+].[K+]>CO.O>[CH2:11]([C@@H:10]1[CH2:9][C@H:8]2[C@H:13]3[C:22]([CH:23]=[CH:24][C@:6]2([CH3:7])[C@H:5]1[OH:4])=[C:21]1[C:16](=[CH:17][C:18](=[O:25])[CH2:19][CH2:20]1)[CH2:15][CH2:14]3)[CH3:12] |f:1.2.3|. Procedure: A solution of 2.5 g of 17β-acetoxy-16α-ethyl-4,9,11-estratrien-3-one in 120 ml of methanol and 5 ml of water is stirred, after adding 6.0 g of potassium carbonate, for 4 hours at room temperature. The mixture is then poured into water and extracted with ethyl acetate. Crystallization of the crude product from ethyl acetate yields 1.9 g of 16α-ethyl-17β-hydroxy-4,9,11-estratrien-3-one, m.p. 139°-141° C. As a reaction SMILES: [Br:21][CH2:22][CH2:23][CH2:24][CH2:25][CH2:26][Br:27].[C:13]([CH:14]([CH3:15])[CH3:16])(=[O:17])[O:18][CH2:19][CH3:20].[CH2:30]1[O:31][CH2:32][CH2:33][CH2:34]1.[CH2:8]([Li:9])[CH2:10][CH2:11][CH3:12].[CH:1]([NH:2][CH:3]([CH3:4])[CH3:5])([CH3:6])[CH3:7].[Cl-:28].[NH4+:29]>>[C:13]([C:14]([CH3:15])([CH3:16])[CH2:22][CH2:23][CH2:24][CH2:25][CH2:26][Br:27])(=[O:17])[O:18][CH2:19][CH3:20]. The product is CCOC(=O)C(C)(C)CCCCCBr. Reactants: BrCCCCCBr, CCOC(=O)C(C)C, C1CCOC1, [Li]CCCC, CC(C)NC(C)C, [Cl-], [NH4+]. Starting materials: CN(C)C=O (DMF), FC1=C(C=CC=C1)N1N=C(C=C1OC)C(=O)O (1-(2-fluoro-phenyl)-5-methoxy-1H-pyrazole-3-carboxylic acid), C(C(=O)Cl)(=O)Cl (Oxalyl chloride). Solvent: CC1OCCC1 (2-methyltetrahydrofuran). Reaction conditions: temperature 0 celsius. Product: FC1=C(C=CC=C1)N1N=C(C=C1OC)C(=O)Cl (1-(2-Fluoro-phenyl)-5-methoxy-1H-pyrazole-3-carbonyl chloride). RXN SMILES: [F:1][C:2]1[CH:7]=[CH:6][CH:5]=[CH:4][C:3]=1[N:8]1[C:12]([O:13][CH3:14])=[CH:11][C:10]([C:15]([OH:17])=O)=[N:9]1.CN(C=O)C.C(Cl)(=O)C([Cl:26])=O>CC1CCCO1>[F:1][C:2]1[CH:7]=[CH:6][CH:5]=[CH:4][C:3]=1[N:8]1[C:12]([O:13][CH3:14])=[CH:11][C:10]([C:15]([Cl:26])=[O:17])=[N:9]1. Procedure: A suspension of 1-(2-fluoro-phenyl)-5-methoxy-1H-pyrazole-3-carboxylic acid (39.1 g, 167 mmol) in 2-methyltetrahydrofuran (300 ml) was cooled to 0° C. and DMF (293 μl, 3.81 mmol) was added. Oxalyl chloride (23.1 g, 182 mmol) was added dropwise. After 16 h at room temperature ca. 100 ml of the solvent were removed by distillation. The resulting suspension of the title compound was used directly in the next step. The reactants are ClC=1C=C(C(=NC1)F)C1=CC(=NC(=N1)C)N (6-(5-chloro-2-fluoropyridin-3-yl)-2-methylpyrimidin-4-amine), CC(C)C1=CC(=C(C(=C1)C(C)C)C2=C(C=CC=C2)P(C3CCCCC3)C4CCCCC4)C(C)C (X-phos), [F-].[Cs+] (cesium fluoride), C(CCC)[Sn](C(=C)OCC)(CCCC)CCCC (tributyl(1-ethoxyvinyl)stannane). Reagents/catalysts: C(C)(=O)[O-].[Pd+2].C(C)(=O)[O-] (palladium acetate). The solvent is O1CCOCC1 (1,4-dioxane), CN(C)C=O (DMF). Reaction conditions: temperature 120 celsius. Product: C(C)OC(=C)C=1C=C(C(=NC1)F)C1=CC(=NC(=N1)C)N (6-(5-(1-ethoxyvinyl)-2-fluoropyridin-3-yl)-2-methylpyrimidin-4-amine). The yield is 79.8%. Reaction SMILES: Cl[C:2]1[CH:3]=[C:4]([C:9]2[N:14]=[C:13]([CH3:15])[N:12]=[C:11]([NH2:16])[CH:10]=2)[C:5]([F:8])=[N:6][CH:7]=1.CC(C1C=C(C(C)C)C(C2C=CC=CC=2P(C2CCCCC2)C2CCCCC2)=C(C(C)C)C=1)C.[F-].[Cs+].C([Sn](CCCC)(CCCC)[C:58]([O:60][CH2:61][CH3:62])=[CH2:59])CCC>O1CCOCC1.CN(C=O)C.C([O-])(=O)C.[Pd+2].C([O-])(=O)C>[CH2:61]([O:60][C:58]([C:2]1[CH:3]=[C:4]([C:9]2[N:14]=[C:13]([CH3:15])[N:12]=[C:11]([NH2:16])[CH:10]=2)[C:5]([F:8])=[N:6][CH:7]=1)=[CH2:59])[CH3:62] |f:2.3,7.8.9|. Reported procedure: To a 5 mL microwave reaction tube was added 6-(5-chloro-2-fluoropyridin-3-yl)-2-methylpyrimidin-4-amine (227 mg, 0.95 mmol), palladium acetate (10 mg, 0.048 mmol), X-phos (40 mg, 0.09 mmol), cesium fluoride (433 mg, 2.85 mmol) and tributyl(1-ethoxyvinyl)stannane (0.45 mL, 1.33 mmol) in 1,4-dioxane (4 mL) and DMF (1 mL). The glass tube was sealed and heated in a microwave at 120° C. for 1 h. The reaction mixture was passed through a short path of neutral alumina column, eluted with 50 mL of DCM f... Yield: 35.9%. Reactants: FC1=C(C=CC=C1F)CS(=O)(=O)C1=NC=2NC(C=NC2C(=N1)N[C@@H](CO)C)=O (2-[[(2,3-Difluorophenyl)methyl]sulfonyl]-4-[[(1R)-2-hydroxy-1-methylethyl]amino]-7(8H)-pteridinone), ClC=1C=C(C=CC1)CS (3-chloro-benzenemethanethiol). Reported procedure: The titled compound (66 mg) was prepared by the method of Example 13, step (c) using the product from Example 13, step (a) (0.20 g) and 3-chloro-benzenemethanethiol (92 mg). Yields the product ClC=1C=C(C=CC1)CSC1=NC=2NC(C=NC2C(=N1)N[C@@H](CO)C)=O (2-[[(3-Chlorophenyl)methyl]thio]-4-[[(1R)-2-hydroxy-1-methylethyl]amino]-7(8H)-pteridinone). RXN SMILES: F[C:2]1[C:7](F)=[CH:6][CH:5]=[CH:4][C:3]=1[CH2:9][S:10]([C:13]1[N:22]=[C:21]([NH:23][C@H:24]([CH3:27])[CH2:25][OH:26])[C:20]2[N:19]=[CH:18][C:17](=[O:28])[NH:16][C:15]=2[N:14]=1)(=O)=O.[Cl:29]C1C=C(CS)C=CC=1>>[Cl:29][C:7]1[CH:2]=[C:3]([CH2:9][S:10][C:13]2[N:22]=[C:21]([NH:23][C@H:24]([CH3:27])[CH2:25][OH:26])[C:20]3[N:19]=[CH:18][C:17](=[O:28])[NH:16][C:15]=3[N:14]=2)[CH:4]=[CH:5][CH:6]=1. Procedure: The title compound is prepared from 2-amino-6-methyl-N-(1-(6-(2,2,2-trifluoroethoxy)pyridin-3-yl)ethyl)isonicotinamide (Step-1, single enantiomer) and cyclobutanecarbonyl chloride according to the procedure similar to that described in Step-2 of Example 8. Reactants: NC=1C=C(C(=O)NC(C)C=2C=NC(=CC2)OCC(F)(F)F)C=C(N1)C (2-amino-6-methyl-N-(1-(6-(2,2,2-trifluoroethoxy)pyridin-3-yl)ethyl)isonicotinamide), C1(CCC1)C(=O)Cl (cyclobutanecarbonyl chloride). The product is C1(CCC1)C(=O)NC=1C=C(C(=O)NC(C)C=2C=NC(=CC2)OCC(F)(F)F)C=C(N1)C (2-(cyclobutanecarboxamido)-6-methyl-N-(1-(6-(2,2,2-trifluoroethoxy)pyridin-3-yl)ethyl)isonicotinamide). Reaction SMILES: [NH2:1][C:2]1[CH:3]=[C:4]([CH:22]=[C:23]([CH3:25])[N:24]=1)[C:5]([NH:7][CH:8]([C:10]1[CH:11]=[N:12][C:13]([O:16][CH2:17][C:18]([F:21])([F:20])[F:19])=[CH:14][CH:15]=1)[CH3:9])=[O:6].[CH:26]1([C:30](Cl)=[O:31])[CH2:29][CH2:28][CH2:27]1>>[CH:26]1([C:30]([NH:1][C:2]2[CH:3]=[C:4]([CH:22]=[C:23]([CH3:25])[N:24]=2)[C:5]([NH:7][CH:8]([C:10]2[CH:11]=[N:12][C:13]([O:16][CH2:17][C:18]([F:21])([F:19])[F:20])=[CH:14][CH:15]=2)[CH3:9])=[O:6])=[O:31])[CH2:29][CH2:28][CH2:27]1.